Dataset: the Open Reaction Database (ORD), a public repository of structured organic reaction records. Task: describe an organic reaction: reactants, conditions, products, and yield Starting materials: O=C([O-])[O-], BrCc1ccccc1, CCOC(=O)c1cc2ccccc2[nH]1, CC(C)=O, [Cs+], [Cs+]. Yields the product CCOC(=O)c1cc2ccccc2n1Cc1ccccc1. RXN SMILES: [C:23](=[O:24])([O-:25])[O-:26].[CH2:15]([c:16]1[cH:17][cH:18][cH:19][cH:20][cH:21]1)[Br:22].[CH2:1]([CH3:2])[O:3][C:4](=[O:5])[c:6]1[nH:7][c:8]2[cH:9][cH:10][cH:11][cH:12][c:13]2[cH:14]1.[CH3:29][C:30](=[O:31])[CH3:32].[Cs+:27].[Cs+:28]>>[CH2:1]([CH3:2])[O:3][C:4](=[O:5])[c:6]1[n:7]([CH2:15][c:16]2[cH:17][cH:18][cH:19][cH:20][cH:21]2)[c:8]2[cH:9][cH:10][cH:11][cH:12][c:13]2[cH:14]1. Starting materials: ClC1=NC(=CC2=C(C=CC=C12)OC)NC1=NNC(=C1)C ((1-chloro-5-methoxy-isoquinolin-3-yl)-(5-methyl-1H-pyrazol-3-yl)-amine). Run in CC(C)O (propan-2-ol). Product: C(C)(C)OC1=NC(=CC2=C(C=CC=C12)OC)NC1=NNC(=C1)C ((1-isopropoxy-5-methoxy-isoquinolin-3-yl)-(5-methyl-1H-pyrazol-3-yl)-amine). As a reaction SMILES: Cl[C:2]1[C:11]2[C:6](=[C:7]([O:12][CH3:13])[CH:8]=[CH:9][CH:10]=2)[CH:5]=[C:4]([NH:14][C:15]2[CH:19]=[C:18]([CH3:20])[NH:17][N:16]=2)[N:3]=1>CC(O)C>[CH:7]([O:12][C:2]1[C:11]2[C:6](=[C:7]([O:12][CH3:13])[CH:8]=[CH:9][CH:10]=2)[CH:5]=[C:4]([NH:14][C:15]2[CH:19]=[C:18]([CH3:20])[NH:17][N:16]=2)[N:3]=1)([CH3:8])[CH3:6]. Reported procedure: Similar procedure as described in example 10 was used, starting from propan-2-ol and (1-chloro-5-methoxy-isoquinolin-3-yl)-(5-methyl-1H-pyrazol-3-yl)-amine to give (1-isopropoxy-5-methoxy-isoquinolin-3-yl)-(5-methyl-1H-pyrazol-3-yl)-amine. LC-MS m/e 313(MH+). The reactants are ester, COC(C1=C(C=CC(=C1)C=1SC=C(N1)C1=CC(=C(C=C1)Cl)Cl)Br)=O (2-bromo-5-[4-(3,4-dichloro-phenyl)-thiazol-2-yl]-benzoic acid methyl ester), COC(C1=C(C=CC(=C1)C=1SC=C(N1)C1=CC(=C(C=C1)Cl)Cl)Br)=O (2-bromo-5-[4-(3,4-dichloro-phenyl)-thiazol-2-yl]-benzoic acid methyl ester), C(C)(=O)C1=C(C=CC=C1)B(O)O (2-acetylphenylboronic acid). The product is C(C)(=O)C1=C(C=CC=C1)C=1C(=CC(=CC1)C=1SC=C(N1)C1=CC(=C(C=C1)Cl)Cl)C(=O)O (2′-acetyl-4-[4-(3,4-dichloro-phenyl)-thiazol-2-yl]-biphenyl-2-carboxylic acid). Isolated yield 14.9%. Reaction SMILES: C[O:2][C:3](=[O:24])[C:4]1[CH:9]=[C:8]([C:10]2[S:11][CH:12]=[C:13]([C:15]3[CH:20]=[CH:19][C:18]([Cl:21])=[C:17]([Cl:22])[CH:16]=3)[N:14]=2)[CH:7]=[CH:6][C:5]=1Br.[C:25]([C:28]1[CH:33]=[CH:32][CH:31]=[CH:30][C:29]=1B(O)O)(=[O:27])[CH3:26]>>[C:25]([C:28]1[CH:33]=[CH:32][CH:31]=[CH:30][C:29]=1[C:5]1[C:4]([C:3]([OH:2])=[O:24])=[CH:9][C:8]([C:10]2[S:11][CH:12]=[C:13]([C:15]3[CH:20]=[CH:19][C:18]([Cl:21])=[C:17]([Cl:22])[CH:16]=3)[N:14]=2)=[CH:7][CH:6]=1)(=[O:27])[CH3:26]. Procedure details: Using the conditions of General Procedure B for Suzuki Coupling and Hydrolysis in Parallel Mode, 2-bromo-5-[4-(3,4-dichloro-phenyl)-thiazol-2-yl]-benzoic acid methyl ester (which may be prepared as described for Intermediate 6; 89 mg, 0.2 mmol) was reacted with 2-acetylphenylboronic acid (available from ASDI Incorporated; 66 mg, 0.4 mmol). The resulting ester was hydrolyzed and the acid was purified to give 2′-acetyl-4-[4-(3,4-dichloro-phenyl)-thiazol-2-yl]-biphenyl-2-carboxylic acid (14 mg, 15%...